This data is from the Open Reaction Database (ORD), a public repository of structured organic reaction records. The task is: describe an organic reaction: reactants, conditions, products, and yield The reactants are FC=1C=CC(=C(N)C1)[N+](=O)[O-] (5-fluoro-2-nitroaniline), OC[C@H](C)NC(OC(C)(C)C)=O (tert-butyl ((2S)-1-hydroxypropan-2-yl)carbamate), [H-].[Na+] (sodium hydride). Run in C(C)(=O)OCC (ethyl acetate), CN(C)C=O (DMF). Conditions: time 10 minute. Yields the product NC=1C=C(OC[C@H](C)NC(OC(C)(C)C)=O)C=CC1[N+](=O)[O-] (tert-butyl ((2S)-1-(3-amino-4-nitrophenoxy)propan-2-yl)carbamate). Isolated yield 43.9%. RXN SMILES: F[C:2]1[CH:3]=[CH:4][C:5]([N+:9]([O-:11])=[O:10])=[C:6]([CH:8]=1)[NH2:7].[OH:12][CH2:13][C@@H:14]([NH:16][C:17](=[O:23])[O:18][C:19]([CH3:22])([CH3:21])[CH3:20])[CH3:15].[H-].[Na+]>CN(C=O)C.C(OCC)(=O)C>[NH2:7][C:6]1[CH:8]=[C:2]([CH:3]=[CH:4][C:5]=1[N+:9]([O-:11])=[O:10])[O:12][CH2:13][C@@H:14]([NH:16][C:17](=[O:23])[O:18][C:19]([CH3:22])([CH3:21])[CH3:20])[CH3:15] |f:2.3|. Procedure: To a solution of 5-fluoro-2-nitroaniline (2.00 g) and tert-butyl ((2S)-1-hydroxypropan-2-yl)carbamate (2.25 g) in DMF (50 mL) was added sodium hydride (60% in oil, 0.564 g), and the mixture was stirred at room temperature for 10 min. The reaction mixture was diluted with ethyl acetate, and washed with saturated brine. The obtained organic layer was dried over anhydrous magnesium sulfate, and the solvent was evaporated under reduced pressure. The residue was purified by silica gel column chromato... Reaction SMILES: [Br:14][c:15]1[cH:16][c:17]([F:22])[c:18]([F:21])[cH:19][cH:20]1.[C:1]([CH3:2])([CH3:3])([CH3:4])[O:5][C:6](=[O:7])[NH:8][CH:9]1[CH2:10][NH:11][CH2:12][CH2:13]1>>[C:1]([CH3:2])([CH3:3])([CH3:4])[O:5][C:6](=[O:7])[NH:8][CH:9]1[CH2:10][N:11]([c:15]2[cH:16][c:17]([F:22])[c:18]([F:21])[cH:19][cH:20]2)[CH2:12][CH2:13]1. Product: CC(C)(C)OC(=O)NC1CCN(c2ccc(F)c(F)c2)C1. Reactants: Fc1ccc(Br)cc1F, CC(C)(C)OC(=O)NC1CCNC1. Reactants: C[Si](C)(C)[N-][Si](C)(C)C.[Li+] (Lithium bis(trimethylsilyl)amide), FC=1C=C(C=C(C1)F)C(C(C)(C)N1COC(=C(C1=O)C1=CC=CC=C1)C)=O (1-(3,5-difluorophenyl)-2-(2,3-dihydro-6-methyl-4-oxo-5-phenyl-4H-1,3-oxazin-3-yl)-2-methylpropan-1-one), C(=O)=O (carbon dioxide). Solvent: O1CCCC1 (tetrahydrofuran). Conditions: time 0.5 hour. Product: FC=1C=C(C=C(C1)F)C(C(C)(C)N1COC(=C(C1=O)C1=CC=CC=C1)CC(=O)O)=O (1-(3,5-difluorophenyl)-2-(6-carboxymethyl-2,3-dihydro-4-oxo-5-phenyl-4H-1,3-oxazin-3-yl)-2-methylpropan-1-one). Reaction SMILES: C[Si]([N-][Si](C)(C)C)(C)C.[Li+].[F:11][C:12]1[CH:13]=[C:14]([C:19](=[O:37])[C:20]([N:23]2[C:28](=[O:29])[C:27]([C:30]3[CH:35]=[CH:34][CH:33]=[CH:32][CH:31]=3)=[C:26]([CH3:36])[O:25][CH2:24]2)([CH3:22])[CH3:21])[CH:15]=[C:16]([F:18])[CH:17]=1.[C:38](=[O:40])=[O:39]>O1CCCC1>[F:11][C:12]1[CH:13]=[C:14]([C:19](=[O:37])[C:20]([N:23]2[C:28](=[O:29])[C:27]([C:30]3[CH:35]=[CH:34][CH:33]=[CH:32][CH:31]=3)=[C:26]([CH2:36][C:38]([OH:40])=[O:39])[O:25][CH2:24]2)([CH3:22])[CH3:21])[CH:15]=[C:16]([F:18])[CH:17]=1 |f:0.1|. Procedure details: Lithium bis(trimethylsilyl)amide (1.5 ml of 1.0M solution) was added to a solution of 1-(3,5-difluorophenyl)-2-(2,3-dihydro-6-methyl-4-oxo-5-phenyl-4H-1,3-oxazin-3-yl)-2-methylpropan-1-one (0.5 g) in tetrahydrofuran, under inert atmosphere at -5° C. After stirring for 0.5 hours, the solution was poured onto solid carbon dioxide (excess), allowed to warm to ambient temperature and poured onto water. The aqueous phase was acidified, extracted (ethyl acetate), dried (magnesium sulphate) and evapora... Reactants: O (water), C(C)(C)(C)OC(=O)NCC=1N(C(C2=CC=C(C=C2C1C1=CC=C(C=C1)Cl)/C=C/C(=O)O)=O)CC(C)C ((E)-3-[3-[[(tert-butoxycarbonyl)amino]methyl]-4-(4-chlorophenyl)-2-isobutyl-1-oxo-1,2-dihydro-6-isoquinolinyl]-2-propenic acid), Cl.C(C)N=C=NCCCN(C)C (1-ethyl-3-(3-dimethylaminopropyl)carbodiimide hydrochloride), [NH4+].ON1N=NC2=C1C=CC=C2 (1-hydroxybenzotriazole ammonium salt). Solvent: CN(C=O)C (N,N-dimethylformamide). The product is C(C)(C)(C)OC(=O)NCC=1N(C(C2=CC=C(C=C2C1C1=CC=C(C=C1)Cl)/C=C/C(=O)N)=O)CC(C)C ((E)-3-[3-[[(tert-butoxycarbonyl)amino]methyl]-4-(4-chlorophenyl)-2-isobutyl-1-oxo-1,2-dihydro-6-isoquinolinyl]-2-propenamide). Isolated yield 88.2%. Reaction SMILES: [C:1]([O:5][C:6]([NH:8][CH2:9][C:10]1[N:11]([CH2:33][CH:34]([CH3:36])[CH3:35])[C:12](=[O:32])[C:13]2[C:18]([C:19]=1[C:20]1[CH:25]=[CH:24][C:23]([Cl:26])=[CH:22][CH:21]=1)=[CH:17][C:16](/[CH:27]=[CH:28]/[C:29]([OH:31])=O)=[CH:15][CH:14]=2)=[O:7])([CH3:4])([CH3:3])[CH3:2].Cl.C([N:40]=C=NCCCN(C)C)C.[NH4+].ON1C2C=CC=CC=2N=N1.O>CN(C)C=O>[C:1]([O:5][C:6]([NH:8][CH2:9][C:10]1[N:11]([CH2:33][CH:34]([CH3:36])[CH3:35])[C:12](=[O:32])[C:13]2[C:18]([C:19]=1[C:20]1[CH:21]=[CH:22][C:23]([Cl:26])=[CH:24][CH:25]=1)=[CH:17][C:16](/[CH:27]=[CH:28]/[C:29]([NH2:40])=[O:31])=[CH:15][CH:14]=2)=[O:7])([CH3:4])([CH3:2])[CH3:3] |f:1.2,3.4|. Procedure: A solution of (E)-3-[3-[[(tert-butoxycarbonyl)amino]methyl]-4-(4-chlorophenyl)-2-isobutyl-1-oxo-1,2-dihydro-6-isoquinolinyl]-2-propenic acid (0.20 g, 0.4 mmol), 1-ethyl-3-(3-dimethylaminopropyl)carbodiimide hydrochloride (0.15 g, 0.8 mmol) and 1-hydroxybenzotriazole ammonium salt (0.12 g, 0.8 mmol) in N,N-dimethylformamide (10 ml) was stirred at room temperature for 2 h. The reaction mixture was poured into water and extracted with ethyl acetate. The extract was washed with brine, dried over anh...